Dataset: the Open Reaction Database (ORD), a public repository of structured organic reaction records. Task: describe an organic reaction: reactants, conditions, products, and yield Isolated yield 77.0%. Procedure: A jacketed reactor is loaded with a solution of N-[2-(1,1-dimethylethoxy)-2-oxoethyl]-L-tryptophan 1,1-dimethylethyl ester (5 g; 13.35 mol) prepared at point B, in CH3CN (25 mL). To the solution cooled to −80° C. is added ethylene oxide (13 mL; 0.26 mol) and ytterbium triflate (0.83 g; 1.34 mol). The mixture is then slowly warmed to room temperature then, after 15 hours, diluted with water (50 mL) and extracted with Et2O (3×50 mL). The organic phases are evaporated to dryness to obtain a crude w... Solvent: O (water). Starting materials: CC(C)(C)OC([C@@H](NCC(=O)OC(C)(C)C)CC1=CNC2=CC=CC=C12)=O (N-[2-(1,1-dimethylethoxy)-2-oxoethyl]-L-tryptophan 1,1-dimethylethyl ester), CC#N (CH3CN), [O-]S(=O)(=O)C(F)(F)F.[Yb+3].[O-]S(=O)(=O)C(F)(F)F.[O-]S(=O)(=O)C(F)(F)F (ytterbium triflate). The reagents and catalysts are C1CO1 (ethylene oxide). Run at temperature -80 celsius, time 15 hour. The product is CC(C)(C)OC([C@@H](N(CCO)CC(=O)OC(C)(C)C)CC1=CNC2=CC=CC=C12)=O (N-[2-(1,1-Dimethylethoxy)-2-oxoethyl]-N-(2-hydroxyethyl)-L-tryptophan 1,1-Dimethylethyl Ester). RXN SMILES: [CH3:1][C:2]([O:5][C:6](=[O:27])[C@H:7]([CH2:17][C:18]1[C:26]2[C:21](=[CH:22][CH:23]=[CH:24][CH:25]=2)[NH:20][CH:19]=1)[NH:8][CH2:9][C:10]([O:12][C:13]([CH3:16])([CH3:15])[CH3:14])=[O:11])([CH3:4])[CH3:3].[O-]S(C(F)(F)F)(=O)=O.[Yb+3].[O-]S(C(F)(F)F)(=O)=O.[O-:45]S(C(F)(F)F)(=O)=O.[CH3:53][C:54]#N>O.C1OC1>[CH3:4][C:2]([O:5][C:6](=[O:27])[C@H:7]([CH2:17][C:18]1[C:26]2[C:21](=[CH:22][CH:23]=[CH:24][CH:25]=2)[NH:20][CH:19]=1)[N:8]([CH2:9][C:10]([O:12][C:13]([CH3:14])([CH3:15])[CH3:16])=[O:11])[CH2:53][CH2:54][OH:45])([CH3:1])[CH3:3] |f:1.2.3.4|.